This data is from the Open Reaction Database (ORD), a public repository of structured organic reaction records. The task is: describe an organic reaction: reactants, conditions, products, and yield The reactants are FC(C1=CC=2N3C4=C(C=CC=C4SC2C=C1)C(NC3=O)=O)(F)F (10-trifluoromethyl-1H-pyrimido[5,4,3-kl]phenothiazine-1,3(2H)-dione), O (water), [H][H] (hydrogen), C(C)(=O)O (acetic acid). Yields the product FC(C1=CC=2N3C4=C(C=CC=C4S(C2C=C1)(=O)=O)C(NC3=O)=O)(F)F (10-Trifluoromethyl-1H-pyrimido[5,4,3-kl] phenothiazine-1,3(2H)-dione-7,7-dioxide). Reaction SMILES: [F:1][C:2]([F:23])([F:22])[C:3]1[CH:16]=[CH:15][C:14]2[S:13][C:12]3[C:7]4=[C:8]([C:17](=[O:21])[NH:18][C:19](=[O:20])[N:6]4[C:5]=2[CH:4]=1)[CH:9]=[CH:10][CH:11]=3.[H][H].C(O)(=[O:28])C.[OH2:30]>>[F:23][C:2]([F:22])([F:1])[C:3]1[CH:16]=[CH:15][C:14]2[S:13](=[O:28])(=[O:30])[C:12]3[C:7]4=[C:8]([C:17](=[O:21])[NH:18][C:19](=[O:20])[N:6]4[C:5]=2[CH:4]=1)[CH:9]=[CH:10][CH:11]=3. Reported procedure: A mixture of 3.36 g. (0.01 mol.) of 10-trifluoromethyl-1H-pyrimido[5,4,3-kl]phenothiazine-1,3(2H)-dione and three equivalents of 30% hydrogen perioxide in 70 ml. of glacial acetic acid was heated at 75°-85° for 4 hours. The reaction mixture was cooled and diluted with water. The precipitated product was collected by filtration and washed with water to give the title compound, m.p. 290 -293° (methanol). Reactants: CCCC[N+](CCCC)(CCCC)CCCC, Cc1ccccc1, Cc1ccc(S(=O)(=O)Cl)cc1, CCOC(C)=O, Clc1ncnc2[nH]ccc12, [Na+], [OH-], O, O=S(=O)([O-])O. The product is Cc1ccc(S(=O)(=O)n2ccc3c(Cl)ncnc32)cc1. As a reaction SMILES: [CH2:36]([N+:37]([CH2:38][CH2:39][CH2:40][CH3:41])([CH2:42][CH2:43][CH2:44][CH3:45])[CH2:46][CH2:47][CH2:48][CH3:49])[CH2:50][CH2:51][CH3:52].[CH3:11][c:12]1[cH:13][cH:14][cH:15][cH:16][cH:17]1.[CH3:18][c:19]1[cH:20][cH:21][c:22]([S:25](=[O:26])(=[O:27])[Cl:28])[cH:23][cH:24]1.[CH3:54][CH2:55][O:56][C:57](=[O:58])[CH3:59].[Cl:1][c:2]1[c:3]2[c:4]([n:5][cH:6][n:7]1)[nH:8][cH:9][cH:10]2.[Na+:30].[OH-:29].[OH2:53].[S:31]([O-:32])([OH:33])(=[O:34])=[O:35]>>[Cl:1][c:2]1[c:3]2[c:4]([n:5][cH:6][n:7]1)[n:8]([S:25]([c:22]1[cH:21][cH:20][c:19]([CH3:18])[cH:24][cH:23]1)(=[O:26])=[O:27])[cH:9][cH:10]2. Starting materials: COc1ccccc1C1(O)C(O)CC(C)(C)C2CNCC21, CCN=C=NCCCN(C)C, CCN(C(C)C)C(C)C, ClCCl, Cl, On1nnc2ccccc21, O=C(O)Cc1c[nH]c2ccccc12. Yields the product COc1ccccc1C1(O)C(O)CC(C)(C)C2CN(C(=O)Cc3c[nH]c4ccccc34)CC21. RXN SMILES: [CH3:1][C:2]1([CH3:21])[CH2:3][CH:4]([OH:20])[C:5]([OH:11])([c:12]2[c:13]([O:18][CH3:19])[cH:14][cH:15][cH:16][cH:17]2)[CH:6]2[CH2:7][NH:8][CH2:9][CH:10]12.[CH3:46][N:47]([CH3:48])[CH2:49][CH2:50][CH2:51][N:52]=[C:53]=[N:54][CH2:55][CH3:56].[CH:57]([N:58]([CH:59]([CH3:60])[CH3:61])[CH2:62][CH3:63])([CH3:64])[CH3:65].[Cl:66][CH2:67][Cl:68].[ClH:45].[OH:35][n:36]1[c:37]2[cH:38][cH:39][cH:40][cH:41][c:42]2[n:43][n:44]1.[nH:22]1[cH:23][c:24]([CH2:31][C:32](=[O:33])[OH:34])[c:25]2[cH:26][cH:27][cH:28][cH:29][c:30]12>>[CH3:1][C:2]1([CH3:21])[CH2:3][CH:4]([OH:20])[C:5]([OH:11])([c:12]2[c:13]([O:18][CH3:19])[cH:14][cH:15][cH:16][cH:17]2)[CH:6]2[CH2:7][N:8]([C:32]([CH2:31][c:24]3[cH:23][nH:22][c:30]4[c:25]3[cH:26][cH:27][cH:28][cH:29]4)=[O:33])[CH2:9][CH:10]12. The reactants are CN(S(=O)(=O)C)C (N,N-dimethylmethanesulphonamide), C(CCC)[Li] (n-butyl lithium), NC1=C(C(=O)OCC)C=C(C=C1)OC (ethyl 2-amino-5-methoxybenzoate). Yields the product NC1=C(C=C(C=C1)OC)C(CS(N(C)C)(=O)=O)=O (1-(2-amino-5-methoxyphenyl)-2-(N,N-dimethylsulphamoyl)ethanone). Reaction SMILES: [CH3:1][N:2]([CH3:7])[S:3]([CH3:6])(=[O:5])=[O:4].C([Li])CCC.[NH2:13][C:14]1[CH:24]=[CH:23][C:22]([O:25][CH3:26])=[CH:21][C:15]=1[C:16](OCC)=[O:17]>>[NH2:13][C:14]1[CH:24]=[CH:23][C:22]([O:25][CH3:26])=[CH:21][C:15]=1[C:16](=[O:17])[CH2:6][S:3](=[O:5])(=[O:4])[N:2]([CH3:7])[CH3:1]. Procedure: In a similar manner to that described in Example 12(a), N,N-dimethylmethanesulphonamide was reacted with n-butyl lithium and the product was reacted with ethyl 2-amino-5-methoxybenzoate to give the novel compound 1-(2-amino-5-methoxyphenyl)-2-(N,N-dimethylsulphamoyl)ethanone, m.p. 198°-200°. The reactants are C1(=CC=C(C=C1)S(=O)(=O)O)C.N[C@H]1[C@@H](CN(CC1)C(=O)OC(C)(C)C)C1=CC(=CC=C1)Cl (tert-butyl (3R*,4R*)-4-amino-3-(3-chlorophenyl)piperidine-1-carboxylate p-toluenesulfonate), FC(C=1C=C(C(=O)O)C=C(C1)C(F)(F)F)(F)F (3,5-bis(trifluoromethyl)benzoic acid). The product is FC(C=1C=C(C=C(C1)C(F)(F)F)C(=O)N[C@H]1[C@@H](CN(CC1)C(=O)OC(C)(C)C)C1=CC(=CC=C1)Cl)(F)F (tert-butyl (3R*,4R*)-4-({[3,5-bis(trifluoromethyl)phenyl]carbonyl}amino)-3-(3-chlorophenyl)piperidine-1-carboxylate). Reaction SMILES: C1(C)C=CC(S(O)(=O)=O)=CC=1.[NH2:12][C@@H:13]1[CH2:18][CH2:17][N:16]([C:19]([O:21][C:22]([CH3:25])([CH3:24])[CH3:23])=[O:20])[CH2:15][C@H:14]1[C:26]1[CH:31]=[CH:30][CH:29]=[C:28]([Cl:32])[CH:27]=1.[F:33][C:34]([F:49])([F:48])[C:35]1[CH:36]=[C:37]([CH:41]=[C:42]([C:44]([F:47])([F:46])[F:45])[CH:43]=1)[C:38](O)=[O:39]>>[F:33][C:34]([F:48])([F:49])[C:35]1[CH:36]=[C:37]([C:38]([NH:12][C@@H:13]2[CH2:18][CH2:17][N:16]([C:19]([O:21][C:22]([CH3:25])([CH3:24])[CH3:23])=[O:20])[CH2:15][C@H:14]2[C:26]2[CH:31]=[CH:30][CH:29]=[C:28]([Cl:32])[CH:27]=2)=[O:39])[CH:41]=[C:42]([C:44]([F:45])([F:46])[F:47])[CH:43]=1 |f:0.1|. Procedure details: Using the compound obtained in step 1 and 3,5-bis(trifluoromethyl)benzoic acid, and by the reaction and purification in the same manner as in Reference Example 44, the title compound was obtained. The reactants are [Cl-].[Li+] (lithium chloride), CN(C(=O)C=1C=C(C(=O)N2CS(C3=C2C=CC=C3)(=O)=O)C=C(C1OC)C(F)(F)F)C (3-(3-dimethylcarbamoyl-4-methoxy-5-trifluoromethylbenzoyl)-1,1-dioxo-2,3-dihydro-1,3-benzothiazole), Cl (hydrochloric acid). Isolated yield 91.2%. Run in CN(C=O)C (N,N-dimethylformamide). Procedure details: 3-(3-dimethylcarbamoyl-4-methoxy-5-trifluoromethylbenzoyl)-1,1-dioxo-2,3-dihydro-1,3-benzothiazole (291 mg) was dissolved in N,N-dimethylformamide (3 mL), and lithium chloride (279 mg) was added to the solution, and then the mixture was stirred at 120° C. for 2 hours. To the reaction solution, 1N hydrochloric acid was added, and then the mixture was extracted with ethyl acetate. The organic layer was washed with 1N hydrochloric acid and saturated brine, and then dried over anhydrous sodium sulfa... Product: CN(C(=O)C=1C=C(C(=O)N2CS(C3=C2C=CC=C3)(=O)=O)C=C(C1O)C(F)(F)F)C (3-(3-dimethylcarbamoyl-4-hydroxy-5-trifluoromethylbenzoyl)-1,1-dioxo-2,3-dihydro-1,3-benzothiazole). Run at temperature 120 celsius, time 2 hour. Reaction SMILES: [CH3:1][N:2]([CH3:30])[C:3]([C:5]1[CH:6]=[C:7]([CH:21]=[C:22]([C:26]([F:29])([F:28])[F:27])[C:23]=1[O:24]C)[C:8]([N:10]1[C:14]2[CH:15]=[CH:16][CH:17]=[CH:18][C:13]=2[S:12](=[O:20])(=[O:19])[CH2:11]1)=[O:9])=[O:4].[Cl-].[Li+].Cl>CN(C)C=O>[CH3:1][N:2]([CH3:30])[C:3]([C:5]1[CH:6]=[C:7]([CH:21]=[C:22]([C:26]([F:29])([F:27])[F:28])[C:23]=1[OH:24])[C:8]([N:10]1[C:14]2[CH:15]=[CH:16][CH:17]=[CH:18][C:13]=2[S:12](=[O:20])(=[O:19])[CH2:11]1)=[O:9])=[O:4] |f:1.2|. The reactants are CO, Cl, COC(=O)C1C(=O)Nc2ccc(F)cc21, [Na+], [OH-]. Product: O=C1Cc2cc(F)ccc2N1. RXN SMILES: [CH3:19][OH:20].[ClH:16].[F:1][c:2]1[cH:3][c:4]2[c:8]([cH:9][cH:10]1)[NH:7][C:6](=[O:11])[CH:5]2[C:12]([O:13][CH3:14])=[O:15].[Na+:18].[OH-:17]>>[F:1][c:2]1[cH:3][c:4]2[c:8]([cH:9][cH:10]1)[NH:7][C:6](=[O:11])[CH2:5]2.